From a dataset of the Open Reaction Database (ORD), a public repository of structured organic reaction records. describe an organic reaction: reactants, conditions, products, and yield Reactants: ClC=1C=C2C3=C(N(C2=CC1)C)C(N(CC3C(=O)O)CCOC)=O ((±)-6-chloro-2-(2-methoxyethyl)-9-methyl-1-oxo-2,3,4,9-tetrahydro-1H-pyrido[3,4-b]indole-4-carboxylic acid), CNC (dimethylamine). Product: ClC=1C=C2C3=C(N(C2=CC1)C)C(N(CC3C(=O)N(C)C)CCOC)=O (6-Chloro-2-(2-methoxyethyl)-N,N,9-trimethyl-1-oxo-2,3,4,9-tetrahydro-1H-pyrido[3,4-b]indole-4-carboxamide). RXN SMILES: [Cl:1][C:2]1[CH:3]=[C:4]2[C:8](=[CH:9][CH:10]=1)[N:7]([CH3:11])[C:6]1[C:12](=[O:23])[N:13]([CH2:19][CH2:20][O:21][CH3:22])[CH2:14][CH:15]([C:16](O)=[O:17])[C:5]2=1.[CH3:24][NH:25][CH3:26]>>[Cl:1][C:2]1[CH:3]=[C:4]2[C:8](=[CH:9][CH:10]=1)[N:7]([CH3:11])[C:6]1[C:12](=[O:23])[N:13]([CH2:19][CH2:20][O:21][CH3:22])[CH2:14][CH:15]([C:16]([N:25]([CH3:26])[CH3:24])=[O:17])[C:5]2=1. Procedure details: The preparation is carried out as in Example 1.5, from 8.3 g (26 mmol) of (±)-6-chloro-2-(2-methoxyethyl)-9-methyl-1-oxo-2,3,4,9-tetrahydro-1H-pyrido[3,4-b]indole-4-carboxylic acid and from dimethylamine. 8.6 g of product are isolated, which product is recrystallized from propan-2-ol. 6.9 g (19 mmol) of product are obtained. Reactants: ClC1=CC=C(C=C1)[N+](=O)[O-] (parachloronitrobenzene), COCCN (β-methoxyethylamine), ice. Product: [N+](=O)([O-])C1=CC=C(NCCOC)C=C1 (4-nitro-N-β-methoxyethyl aniline). Reaction SMILES: Cl[C:2]1[CH:7]=[CH:6][C:5]([N+:8]([O-:10])=[O:9])=[CH:4][CH:3]=1.[CH3:11][O:12][CH2:13][CH2:14][NH2:15]>>[N+:8]([C:5]1[CH:6]=[CH:7][C:2]([NH:15][CH2:14][CH2:13][O:12][CH3:11])=[CH:3][CH:4]=1)([O-:10])=[O:9]. Procedure details: One heats to reflux for 15 hours 0.3 mole of parachloronitrobenzene (47.35 g) in solution in 150 ml of β-methoxyethylamine. One then pours the cooled reaction mixture into 300 g of crushed ice. The intended product precipitates first in the form of a red oil which crystallizes rapidly. After recrystallization in ethanol and drying under vacuum the product melts at 86° C. Analysis gives the following results: Starting materials: O=C([O-])[O-], O=C(CCl)c1ccc(Cl)cc1Cl, [Cs+], [Cs+], CC(C)(C)OC(=O)N1CCNCC1, CN(C)C=O. The product is CC(C)(C)OC(=O)N1CCN(CC(=O)c2ccc(Cl)cc2Cl)CC1. RXN SMILES: [C:26](=[O:27])([O-:28])[O-:29].[Cl:1][c:2]1[c:3]([C:4]([CH2:5][Cl:6])=[O:7])[cH:8][cH:9][c:10]([Cl:12])[cH:11]1.[Cs+:30].[Cs+:31].[N:13]1([C:19](=[O:20])[O:21][C:22]([CH3:23])([CH3:24])[CH3:25])[CH2:14][CH2:15][NH:16][CH2:17][CH2:18]1.[O:32]=[CH:33][N:34]([CH3:35])[CH3:36]>>[Cl:1][c:2]1[c:3]([C:4]([CH2:5][N:16]2[CH2:15][CH2:14][N:13]([C:19](=[O:20])[O:21][C:22]([CH3:23])([CH3:24])[CH3:25])[CH2:18][CH2:17]2)=[O:7])[cH:8][cH:9][c:10]([Cl:12])[cH:11]1. Starting materials: IC=1C=CC=2N(C1)C=C(N2)C(=O)NC2=CC=CC=C2 (6-iodo-N-phenylimidazo[1,2-a]pyridine-2-carboxamide), IC=1C=CC=2N(C1)C=C(N2)C(=O)NC2=CC=CC=C2 (6-iodo-N-phenylimidazo[1,2-a]pyridine-2-carboxamide), O1CCOCC1 (dioxane), N1N=C(C=C1)B(O)O (1H-pyrazole-3-boronic acid), C([O-])([O-])=O.[Cs+].[Cs+] (caesium carbonate). The reagents and catalysts are C1=CC=C(C=C1)P([C-]2C=CC=C2)C3=CC=CC=C3.C1=CC=C(C=C1)P([C-]2C=CC=C2)C3=CC=CC=C3.Cl[Pd]Cl.[Fe+2] ([1,1′-bis(diphenylphosphino)ferrocene]dichloropalladium). Solvent: O (water), O (water). Yields the product C1(=CC=CC=C1)NC(=O)C=1N=C2N(C=C(C=C2)C2=NNC=C2)C1 (N-phenyl-6-(1H-pyrazol-3-yl)imidazo[1,2-a]pyridine-2-carboxamide). Yield: 16.0%. As a reaction SMILES: I[C:2]1[CH:3]=[CH:4][C:5]2[N:6]([CH:8]=[C:9]([C:11]([NH:13][C:14]3[CH:19]=[CH:18][CH:17]=[CH:16][CH:15]=3)=[O:12])[N:10]=2)[CH:7]=1.O1CCOCC1.[NH:26]1[CH:30]=[CH:29][C:28](B(O)O)=[N:27]1.C(=O)([O-])[O-].[Cs+].[Cs+]>O.C1C=CC(P(C2C=CC=CC=2)[C-]2C=CC=C2)=CC=1.C1C=CC(P(C2C=CC=CC=2)[C-]2C=CC=C2)=CC=1.Cl[Pd]Cl.[Fe+2]>[C:14]1([NH:13][C:11]([C:9]2[N:10]=[C:5]3[CH:4]=[CH:3][C:2]([C:30]4[CH:29]=[CH:28][NH:27][N:26]=4)=[CH:7][N:6]3[CH:8]=2)=[O:12])[CH:19]=[CH:18][CH:17]=[CH:16][CH:15]=1 |f:3.4.5,7.8.9.10|. Procedure details: 300 mg of 6-iodo-N-phenylimidazo[1,2-a]pyridine-2-carboxamide (Intermediate 2), 4 mL of dioxane, 4 mL of water, 185 mg of 1H-pyrazole-3-boronic acid, 45 mg of [1,1′-bis(diphenylphosphino)ferrocene]dichloropalladium and 1.077 g of caesium carbonate are placed in a microwave tube. The mixture is heated for 20 minutes in a microwave machine set at 160° C., and then cooled, diluted with 20 mL of water and extracted twice with 20 mL of dichloromethane. The combined organic phases are dried over magne... The solvent is O1CCCC1 (tetrahydrofuran). Reaction conditions: time 30 minute. Procedure details: To a suspension of lithium aluminum hydride (160 mg) in tetrahydrofuran (14 mL), ethyl 2-((3-fluorophenyl)amino)-4-(propylamino)pyrimidine-5-carboxylate (E3, 450 mg) was added under ice cooling, and the mixture was stirred at the same temperature for 1 hour and 30 minutes. To the reaction mixture, lithium aluminum hydride (80 mg) was added under ice cooling, and the mixture was stirred at the same temperature for 1 hour. To the reaction mixture, ethyl acetate and an aqueous solution of the Roche... The product is FC=1C=C(C=CC1)NC1=NC=C(C(=N1)NCCC)CO ((2-((3-fluorophenyl)amino)-4-(propylamino)pyrimidin-5-yl)methanol). Starting materials: [H-].[Al+3].[Li+].[H-].[H-].[H-] (lithium aluminum hydride), FC=1C=C(C=CC1)NC1=NC=C(C(=N1)NCCC)C(=O)OCC (ethyl 2-((3-fluorophenyl)amino)-4-(propylamino)pyrimidine-5-carboxylate), C(C)(=O)OCC (ethyl acetate), [H-].[Al+3].[Li+].[H-].[H-].[H-] (lithium aluminum hydride). RXN SMILES: [H-].[Al+3].[Li+].[H-].[H-].[H-].[F:7][C:8]1[CH:9]=[C:10]([NH:14][C:15]2[N:20]=[C:19]([NH:21][CH2:22][CH2:23][CH3:24])[C:18]([C:25](OCC)=[O:26])=[CH:17][N:16]=2)[CH:11]=[CH:12][CH:13]=1.C(OCC)(=O)C>O1CCCC1>[F:7][C:8]1[CH:9]=[C:10]([NH:14][C:15]2[N:20]=[C:19]([NH:21][CH2:22][CH2:23][CH3:24])[C:18]([CH2:25][OH:26])=[CH:17][N:16]=2)[CH:11]=[CH:12][CH:13]=1 |f:0.1.2.3.4.5|. Isolated yield 54.3%.